From a dataset of the Open Reaction Database (ORD), a public repository of structured organic reaction records. describe an organic reaction: reactants, conditions, products, and yield Starting materials: C1CCOC1, CCOC(=O)C1CC1(C)c1cc(F)c(C(C)(C)C(F)(F)F)c(F)c1, [Na+], [OH-]. The product is CC1(c2cc(F)c(C(C)(C)C(F)(F)F)c(F)c2)CC1C(=O)O. As a reaction SMILES: [CH2:27]1[O:28][CH2:29][CH2:30][CH2:31]1.[F:1][c:2]1[cH:3][c:4]([C:16]2([CH3:24])[CH:17]([C:19](=[O:20])[O:21][CH2:22][CH3:23])[CH2:18]2)[cH:5][c:6]([F:15])[c:7]1[C:8]([C:9]([F:10])([F:11])[F:12])([CH3:13])[CH3:14].[Na+:26].[OH-:25]>>[F:1][c:2]1[cH:3][c:4]([C:16]2([CH3:24])[CH:17]([C:19](=[O:20])[OH:21])[CH2:18]2)[cH:5][c:6]([F:15])[c:7]1[C:8]([C:9]([F:10])([F:11])[F:12])([CH3:13])[CH3:14].